This data is from the Open Reaction Database (ORD), a public repository of structured organic reaction records. The task is: describe an organic reaction: reactants, conditions, products, and yield The reactants are C(=O)(O)C(CCC[C@H](NC(=O)NCC(NC(CCCCCC)=O)C(=O)O)C(=O)N[C@H](C)C(=O)O)NC(=O)OC(C)(C)C (6-carboxy-N2 -[[[carboxy-2-[(1-oxoheptyl)amino]ethyl]amino]carbonyl]-N6 -[(1,1-dimethylethoxy)carbonyl]-L-lysyl-D-alanine), C21H38N5O9. Solvent: C(=O)(C(F)(F)F)O (TFA). Yields the product C(=O)(O)C(CCC[C@H](NC(=O)NCC(NC(CCCCCC)=O)C(=O)O)C(=O)N[C@H](C)C(=O)O)N (N-[6-carboxy-N2 -[[[2-carboxy-2-[(1-oxoheptyl)amino]ethyl]amino]carbonyl]-L-lysyl]-D-alanine). As a reaction SMILES: [C:1]([CH:4]([NH:35]C(OC(C)(C)C)=O)[CH2:5][CH2:6][CH2:7][C@@H:8]([C:27]([NH:29][C@@H:30]([C:32]([OH:34])=[O:33])[CH3:31])=[O:28])[NH:9][C:10]([NH:12][CH2:13][CH:14]([C:24]([OH:26])=[O:25])[NH:15][C:16](=[O:23])[CH2:17][CH2:18][CH2:19][CH2:20][CH2:21][CH3:22])=[O:11])([OH:3])=[O:2]>C(O)(C(F)(F)F)=O>[C:1]([CH:4]([NH2:35])[CH2:5][CH2:6][CH2:7][C@@H:8]([C:27]([NH:29][C@@H:30]([C:32]([OH:34])=[O:33])[CH3:31])=[O:28])[NH:9][C:10]([NH:12][CH2:13][CH:14]([C:24]([OH:26])=[O:25])[NH:15][C:16](=[O:23])[CH2:17][CH2:18][CH2:19][CH2:20][CH2:21][CH3:22])=[O:11])([OH:3])=[O:2]. Procedure: To 85.9 mg of 1b-5 under argon is treated with 500 μl of TFA according to Example 80. The volatiles are evaporated to a residue which is triturated with ether 3x and the ether is decanted. The residue is dried to give 77.9 mg of 1b-11 as a white solid. NMR(CD3OD) δ0.80(t,3H), 2.16(t,2H), 3.22 (br s, 5H), 3.58 (m, 2H), 3.85 (m, 1H), 4.15 (m, 1H), 4.30(d, 1H), 4.40(m,1H); MS(HR-FAB) m/z 526.2482 (M+H, calcd for C21H38N5O9 526.2489). Starting materials: Cl, [Li+], [OH-], O, COC(=O)c1ccc(-c2cnc3nnc(C4(c5ccc6ncccc6c5)CC4)n3n2)cc1. Product: O=C(O)c1ccc(-c2cnc3nnc(C4(c5ccc6ncccc6c5)CC4)n3n2)cc1. Reaction SMILES: [ClH:35].[Li+:33].[OH-:34].[OH2:36].[n:1]1[cH:2][cH:3][cH:4][c:5]2[cH:6][c:7]([C:11]3([c:14]4[n:15][n:16][c:17]5[n:18]4[n:19][c:20](-[c:23]4[cH:24][cH:25][c:26]([C:27](=[O:28])[O:29][CH3:30])[cH:31][cH:32]4)[cH:21][n:22]5)[CH2:12][CH2:13]3)[cH:8][cH:9][c:10]12>>[n:1]1[cH:2][cH:3][cH:4][c:5]2[cH:6][c:7]([C:11]3([c:14]4[n:15][n:16][c:17]5[n:18]4[n:19][c:20](-[c:23]4[cH:24][cH:25][c:26]([C:27](=[O:28])[OH:29])[cH:31][cH:32]4)[cH:21][n:22]5)[CH2:12][CH2:13]3)[cH:8][cH:9][c:10]12. Starting materials: C(C)(=O)OCC (ethyl acetate), O1C(C12CCOCC2)C#N (1,6-dioxaspiro[2,5]octane-2-carbonitrile), N1=CC=CC=C1.F (hydrogen fluoride-pyridine), C(C(C)[*:2])[*:1] (polypropylene). Solvent: ClCCl (dichloromethane). Conditions: time 1.5 hour. The product is FC1(CCOCC1)C(C#N)O ((4-Fluorotetrahydropyran-4-yl)-hydroxyacetonitrile). RXN SMILES: [O:1]1[C:3]2([CH2:8][CH2:7][O:6][CH2:5][CH2:4]2)[CH:2]1[C:9]#[N:10].N1C=CC=CC=1.[FH:17].C(OCC)(=O)C>ClCCl>[F:17][C:3]1([CH:2]([OH:1])[C:9]#[N:10])[CH2:8][CH2:7][O:6][CH2:5][CH2:4]1 |f:1.2|. Reported procedure: Dissolve 1,6-dioxaspiro[2,5]octane-2-carbonitrile (4.14 g, 29.8 mmol) in dry dichloromethane (10 mL) and cool to 0° C. under a nitrogen atmosphere in a polypropylene bottle. Add hydrogen fluoride-pyridine (3 mL) dropwise. Allow the mixture to slowly warm to room temperature over 3 h and then stir an additional 1.5 hours at room temperature. Pour into ethyl acetate and wash with saturated aqueous sodium bicarbonate solution until washes remain basic. Combine the aqueous washes and adjust the pH o... Starting materials: ClC1=C(C=C(C(=C1)Cl)Cl)OC([C@@H](NC(=O)OC(C)(C)C)CCSC)=O (N-t-butoxycarbonyl-L-methionine 2,4,5-trichlorophenyl ester), CN1CCOCC1 (N-methylmorpholine), 14.33, O.N[C@@H](CC(O)=O)C(=O)N[C@H](C)C(=O)N (L-aspartyl-D-alanine amide monohydrate), Cl.O1CCOCC1 (HCl dioxane). The solvent is CN(C=O)C (dimethylformamide). Conditions: time 18 hour. Product: C(C)(C)(C)OC(=O)N[C@@H](CCSC)C(=O)N[C@@H](CC(O)=O)C(=O)N[C@H](C)C(=O)N (N-t-butoxycarbonyl-L-methionyl-L-aspartyl-D-alanine amide). As a reaction SMILES: CN1CCOCC1.O.[NH2:9][C@H:10]([C:15]([NH:17][C@@H:18]([C:20]([NH2:22])=[O:21])[CH3:19])=[O:16])[CH2:11][C:12](=[O:14])[OH:13].Cl.O1CCOCC1.ClC1C=C(Cl)C(Cl)=CC=1[O:39][C:40](=O)[C@H:41]([CH2:50][CH2:51][S:52][CH3:53])[NH:42][C:43]([O:45][C:46]([CH3:49])([CH3:48])[CH3:47])=[O:44]>CN(C)C=O>[C:46]([O:45][C:43]([NH:42][C@H:41]([C:40]([NH:9][C@H:10]([C:15]([NH:17][C@@H:18]([C:20]([NH2:22])=[O:21])[CH3:19])=[O:16])[CH2:11][C:12](=[O:13])[OH:14])=[O:39])[CH2:50][CH2:51][S:52][CH3:53])=[O:44])([CH3:49])([CH3:48])[CH3:47] |f:1.2,3.4|. Reported procedure: 14.5 Parts of N-methylmorpholine is added to a stirred solution of 14.33 parts of L-aspartyl-D-alanine amide monohydrate in 189 parts of dimethylformamide and 12.6 parts by volume of a 5.60 N HCl/dioxane solution. Then, 33.2 parts of N-t-butoxycarbonyl-L-methionine 2,4,5-trichlorophenyl ester is added and the resulting mixture stirred for about 18 hours at room temperature. The solvent is removed in vacuo and the resultant syrupy oil dissolved in ethyl acetate. To this solution is added 0.82 par... The reactants are BrB(Br)Br, CCN1CCC2(c3cccc(OC)c3)Cc3[nH]c(C(=O)OCC(C)C)c(C)c3CC2C1, Cl. Product: CCN1CCC2(c3cccc(O)c3)Cc3[nH]c(C(=O)OCC(C)C)c(C)c3CC2C1, Cl. Reaction SMILES: [B:33]([Br:34])([Br:35])[Br:36].[CH2:2]([CH:3]([CH3:4])[CH3:5])[O:6][C:7](=[O:8])[c:9]1[c:10]([CH3:32])[c:11]2[c:12]([nH:31]1)[CH2:13][C:14]1([c:23]3[cH:24][c:25]([O:29][CH3:30])[cH:26][cH:27][cH:28]3)[CH2:15][CH2:16][N:17]([CH2:21][CH3:22])[CH2:18][CH:19]1[CH2:20]2.[ClH:1]>>[CH2:2]([CH:3]([CH3:4])[CH3:5])[O:6][C:7](=[O:8])[c:9]1[c:10]([CH3:32])[c:11]2[c:12]([nH:31]1)[CH2:13][C:14]1([c:23]3[cH:24][c:25]([OH:29])[cH:26][cH:27][cH:28]3)[CH2:15][CH2:16][N:17]([CH2:21][CH3:22])[CH2:18][CH:19]1[CH2:20]2.[ClH:1]. Reported procedure: To an ethanol (5 mL) suspension of 0.50 g of tert-butyl=[1-amino-1-(4-{3-[1-(3-{4-[amino(hydroxyimino)methyl]phenoxy}propyl)-4-piperidinyl]propoxy}phenyl)methylidene]carbamate was added 1 mL of hydrochloric acid at room temperature, which was then stirred at the same temperature for 15 hours and 30 minutes. To the reaction mixture was added 4 mL of hydrochloric acid at room temperature, which was then stirred at the same temperature for 2 hours and 30 minutes. The solvent was distilled off under... RXN SMILES: [NH2:1][C:2](=[N:33]C(=O)[O-])[C:3]1[CH:8]=[CH:7][C:6]([O:9][CH2:10][CH2:11][CH2:12][CH:13]2[CH2:18][CH2:17][N:16]([CH2:19][CH2:20][CH2:21][O:22][C:23]3[CH:28]=[CH:27][C:26]([C:29]([NH2:32])=[N:30][OH:31])=[CH:25][CH:24]=3)[CH2:15][CH2:14]2)=[CH:5][CH:4]=1.Cl>C(O)C>[NH2:33][C:2](=[NH:1])[C:3]1[CH:8]=[CH:7][C:6]([O:9][CH2:10][CH2:11][CH2:12][CH:13]2[CH2:18][CH2:17][N:16]([CH2:19][CH2:20][CH2:21][O:22][C:23]3[CH:24]=[CH:25][C:26]([C:29]([NH2:32])=[N:30][OH:31])=[CH:27][CH:28]=3)[CH2:15][CH2:14]2)=[CH:5][CH:4]=1. The product is NC(C1=CC=C(OCCCC2CCN(CC2)CCCOC2=CC=C(C(=NO)N)C=C2)C=C1)=N (4-{3-[4-(3-{4-[amino(imino)methyl]phenoxy}propyl)-1-piperidinyl]propoxy}-N′-hydroxybenzamidine). The reactants are NC(C1=CC=C(C=C1)OCCCC1CCN(CC1)CCCOC1=CC=C(C=C1)C(=NO)N)=NC([O-])=O ([1-amino-1-(4-{3-[1-(3-{4-[amino(hydroxyimino)methyl]phenoxy}propyl)-4-piperidinyl]propoxy}phenyl)methylidene]carbamate), Cl (hydrochloric acid), Cl (hydrochloric acid). Run in C(C)O (ethanol). Run at time 30 minute. The reactants are C(CCCCCC)(=O)O (heptanoic acid), O1C=CC=C1 (furan), ClC(C(=O)OC(C(Cl)Cl)=O)Cl (dichloroacetic anhydride), [B] (boron). Run in C1(=CC=CC=C1)C (toluene). Run at temperature 50 celsius, time 3 hour. The product is C(CCCCCC)(=O)C=1OC=CC1 (2-heptanoylfuran). Yield: 99.3%. Reaction SMILES: [C:1](O)(=[O:8])[CH2:2][CH2:3][CH2:4][CH2:5][CH2:6][CH3:7].[O:10]1[CH:14]=[CH:13][CH:12]=[CH:11]1.ClC(Cl)C(OC(=O)C(Cl)Cl)=O.[B]>C1(C)C=CC=CC=1>[C:1]([C:11]1[O:10][CH:14]=[CH:13][CH:12]=1)(=[O:8])[CH2:2][CH2:3][CH2:4][CH2:5][CH2:6][CH3:7]. Reported procedure: In 50 ml of toluene were dissolved 6.51 g (0.05 mole) of heptanoic acid, 4.43 g (0.065 mole) of furan and 14.39 g (0.06 mole) of dichloroacetic anhydride. To the resulting solution was added 0.71 g of boron trifluoridediethyl ether coplex and the resulting mixture was then stirred at 50° C. for 3 hours. After completion of the reaction, the reaction solution was cooled and washed successively with 5% aqueous sodium carbonate solution and water. The organic layer was concentrated under reduced pr... Reactants: BrC=1C=C(C=NC1)N1C2CN3CC(CC(C1)C3)C2 (4-(5-Bromopyridin-3-yl)-1,4-diazatricyclo[4.3.1.13,8]undecane), COC1=C(C=CC(=C1)OC)B(O)O (2,4-dimethoxyphenylboronic acid). Product: COC1=C(C=CC(=C1)OC)C=1C=C(C=NC1)N1C2CN3CC(CC(C1)C3)C2 (4-[5-(2,4-dimethoxyphenyl)pyridin-3-yl]-1,4-diazatricyclo[4.3.1.13,8]undecane). As a reaction SMILES: Br[C:2]1[CH:3]=[C:4]([N:8]2[CH2:16][CH:15]3[CH2:17][N:11]4[CH2:12][CH:13]([CH2:18][CH:9]2[CH2:10]4)[CH2:14]3)[CH:5]=[N:6][CH:7]=1.[CH3:19][O:20][C:21]1[CH:26]=[C:25]([O:27][CH3:28])[CH:24]=[CH:23][C:22]=1B(O)O>>[CH3:19][O:20][C:21]1[CH:26]=[C:25]([O:27][CH3:28])[CH:24]=[CH:23][C:22]=1[C:2]1[CH:3]=[C:4]([N:8]2[CH2:16][CH:15]3[CH2:17][N:11]4[CH2:12][CH:13]([CH2:18][CH:9]2[CH2:10]4)[CH2:14]3)[CH:5]=[N:6][CH:7]=1. Procedure details: The title compound was prepared from the product of Example 65A and 2,4-dimethoxyphenylboronic acid according to General Method B: LC-MS Method D (ESI+) m/z 366.0 (M+H)+, retention time 1.37 minutes. Starting materials: C=O (formaldehyde), [BH3-]C#N.[Na+] (NaBH3CN), ClC1=C(OCC2CCNCC2)C=C(C=C1)[N+](=O)[O-] (4-(2-Chloro-5-nitro-phenoxymethyl)-piperidine). Run in CC#N (CH3CN). Run at time 4 hour. The product is ClC1=C(OCC2CCN(CC2)C)C=C(C=C1)[N+](=O)[O-] (4-(2-chloro-5-nitro-phenoxymethyl)-1-methyl-piperidine). Reaction SMILES: [Cl:1][C:2]1[CH:15]=[CH:14][C:13]([N+:16]([O-:18])=[O:17])=[CH:12][C:3]=1[O:4][CH2:5][CH:6]1[CH2:11][CH2:10][NH:9][CH2:8][CH2:7]1.C=O.[BH3-][C:22]#N.[Na+]>CC#N>[Cl:1][C:2]1[CH:15]=[CH:14][C:13]([N+:16]([O-:18])=[O:17])=[CH:12][C:3]=1[O:4][CH2:5][CH:6]1[CH2:7][CH2:8][N:9]([CH3:22])[CH2:10][CH2:11]1 |f:2.3|. Reported procedure: 4-(2-Chloro-5-nitro-phenoxymethyl)-piperidine (4 g, 14.8 mmol) was dissolved in CH3CN (20 ml), and formaldehyde (5.9 ml, 37% aqueous) and NaBH3CN (1.49 g, 23.68 mmol) were added. After 4 h, the mixture was concentrated in vacuo and the residue was dissolved in EtOAc, washed with brine. The EtOAc portion was dried with Na2SO4, and evaporated. The title compound was purified by column chromatography using 0-75% of a 90:10:1 (CH2Cl2:MeOH: NH4OH) solution as the eluent to yield a yellow solid. MS(MH...